This data is from the Open Reaction Database (ORD), a public repository of structured organic reaction records. The task is: describe an organic reaction: reactants, conditions, products, and yield The reactants are CCCC[N+](CCCC)(CCCC)CCCC, COc1cc(B2OC(C)(C)C(C)(C)O2)ccc1O, COc1ccc(CCl)cc1, CCOCC, [H-], [I-], [Na+], CN(C)C=O. RXN SMILES: [CH2:37]([N+:38]([CH2:39][CH2:40][CH2:41][CH3:42])([CH2:43][CH2:44][CH2:45][CH3:46])[CH2:47][CH2:48][CH2:49][CH3:50])[CH2:51][CH2:52][CH3:53].[CH3:1][O:2][c:3]1[c:4]([OH:18])[cH:5][cH:6][c:7]([B:9]2[O:10][C:11]([CH3:16])([CH3:17])[C:12]([CH3:14])([CH3:15])[O:13]2)[cH:8]1.[CH3:26][O:27][c:28]1[cH:29][cH:30][c:31]([CH2:32][Cl:33])[cH:34][cH:35]1.[CH3:54][CH2:55][O:56][CH2:57][CH3:58].[H-:24].[I-:36].[Na+:25].[O:19]=[CH:20][N:21]([CH3:22])[CH3:23]>>[CH3:1][O:2][c:3]1[c:4]([O:18][CH2:32][c:31]2[cH:30][cH:29][c:28]([O:27][CH3:26])[cH:35][cH:34]2)[cH:5][cH:6][c:7]([B:9]2[O:10][C:11]([CH3:16])([CH3:17])[C:12]([CH3:14])([CH3:15])[O:13]2)[cH:8]1. Yields the product COc1ccc(COc2ccc(B3OC(C)(C)C(C)(C)O3)cc2OC)cc1. The reactants are Cc1nc(Br)c([N+](=O)[O-])c(=O)[nH]1, O=C([O-])[O-], CN(C)C=O, [K+], [K+], c1ccc(N2CCNCC2)cc1. Yields the product Cc1nc(N2CCN(c3ccccc3)CC2)c([N+](=O)[O-])c(=O)[nH]1. Reaction SMILES: [Br:1][c:2]1[c:3]([N+:10](=[O:11])[O-:12])[c:4](=[O:9])[nH:5][c:6]([CH3:8])[n:7]1.[C:25](=[O:26])([O-:27])[O-:28].[CH3:31][N:32]([CH3:33])[CH:34]=[O:35].[K+:29].[K+:30].[c:13]1([N:19]2[CH2:20][CH2:21][NH:22][CH2:23][CH2:24]2)[cH:14][cH:15][cH:16][cH:17][cH:18]1>>[c:2]1([N:22]2[CH2:21][CH2:20][N:19]([c:13]3[cH:14][cH:15][cH:16][cH:17][cH:18]3)[CH2:24][CH2:23]2)[c:3]([N+:10](=[O:11])[O-:12])[c:4](=[O:9])[nH:5][c:6]([CH3:8])[n:7]1.